Dataset: the Open Reaction Database (ORD), a public repository of structured organic reaction records. Task: describe an organic reaction: reactants, conditions, products, and yield Procedure: The above prepared (2-{2-[2-((2R,3R,4R,5R,6R)-4,5-diacetoxy-6-acetoxymethyl-3-acetylamino-tetrahydro-pyran-2-yloxy)-ethoxy]-ethoxy}-ethoxy)-acetic acid benzyl ester (15.7 g, 25 mmol) was dissolved in 525 mL of ethyl acetate and hydrogenated over 1.6 g of Pd/C: (10%) under 1 atm. Of H2 at ambient temperature for 3 h. Filtration over Celite, evaporation of the solvent, followed by flash chromatography (SiO2, CH2Cl2/MeOH 80/20) gave 6.07 g of the title compound as a brownish gum MS (ISP): 536.5 [M−... RXN SMILES: C(OC(=O)COCCOCCOCC[O:20][C@H:21]1[C@H:26]([NH:27][C:28](=[O:30])[CH3:29])[C@@H:25]([O:31]C(=O)C)[C@@H:24]([O:35]C(=O)C)[C@@H:23]([CH2:39][O:40]C(=O)C)[O:22]1)C1C=CC=CC=1>C(OCC)(=O)C.[Pd]>[OH:20][CH:21]1[O:22][C@H:23]([CH2:39][OH:40])[C@H:24]([OH:35])[C@H:25]([OH:31])[C@H:26]1[NH:27][C:28]([CH3:29])=[O:30]. Isolated yield 109.8%. Reagents/catalysts: [Pd] (Pd/C). Reaction conditions: time 3 hour. The product is OC1[C@@H]([C@@H](O)[C@@H](O)[C@H](O1)CO)NC(=O)C (GalNAc). The solvent is C(C)(=O)OCC (ethyl acetate). Reactants: C(C1=CC=CC=C1)OC(COCCOCCOCCO[C@@H]1O[C@@H]([C@@H]([C@@H]([C@H]1NC(C)=O)OC(C)=O)OC(C)=O)COC(C)=O)=O ((2-{2-[2-((2R,3R,4R,5R,6R)-4,5-diacetoxy-6-acetoxymethyl-3-acetylamino-tetrahydro-pyran-2-yloxy)-ethoxy]-ethoxy}-ethoxy)-acetic acid benzyl ester). Reactants: COC(=O)C1CC=CCC1NC(=O)OCc1ccccc1, CO, [Na+], [OH-], O. Yields the product O=C(NC1CC=CCC1C(=O)O)OCc1ccccc1. Reaction SMILES: [CH3:1][O:2][C:3](=[O:4])[CH:5]1[CH2:6][CH:7]=[CH:8][CH2:9][CH:10]1[NH:11][C:12](=[O:13])[O:14][CH2:15][c:16]1[cH:17][cH:18][cH:19][cH:20][cH:21]1.[CH3:24][OH:25].[Na+:23].[OH-:22].[OH2:26]>>[O:2]=[C:3]([OH:4])[CH:5]1[CH2:6][CH:7]=[CH:8][CH2:9][CH:10]1[NH:11][C:12](=[O:13])[O:14][CH2:15][c:16]1[cH:17][cH:18][cH:19][cH:20][cH:21]1. The reactants are O=C1OC2(CN3CCC2CC3)CN1c1ccc(Br)s1, OB(O)c1ccsc1. Product: O=C1OC2(CN3CCC2CC3)CN1c1ccc(-c2ccsc2)s1. Reaction SMILES: [Br:1][c:2]1[cH:3][cH:4][c:5]([N:7]2[C:8](=[O:19])[O:9][C:10]3([CH2:11][N:12]4[CH2:13][CH2:14][CH:15]3[CH2:16][CH2:17]4)[CH2:18]2)[s:6]1.[s:20]1[cH:21][c:22]([B:25]([OH:26])[OH:27])[cH:23][cH:24]1>>[c:2]1(-[c:22]2[cH:21][s:20][cH:24][cH:23]2)[cH:3][cH:4][c:5]([N:7]2[C:8](=[O:19])[O:9][C:10]3([CH2:11][N:12]4[CH2:13][CH2:14][CH:15]3[CH2:16][CH2:17]4)[CH2:18]2)[s:6]1. Reactants: [Li]CCCC, C1CCOC1, COB(OC)OC, CC(=O)O, COc1ccc(F)cc1, O, OO. Yields the product COc1ccc(F)c(O)c1. RXN SMILES: [CH2:10]([Li:11])[CH2:12][CH2:13][CH3:14].[CH2:29]1[O:30][CH2:31][CH2:32][CH2:33]1.[CH3:15][O:16][B:17]([O:18][CH3:19])[O:20][CH3:21].[CH3:25][C:26](=[O:27])[OH:28].[F:1][c:2]1[cH:3][cH:4][c:5]([O:8][CH3:9])[cH:6][cH:7]1.[OH2:24].[OH:22][OH:23]>>[F:1][c:2]1[c:3]([OH:16])[cH:4][c:5]([O:8][CH3:9])[cH:6][cH:7]1.